From a dataset of the Open Reaction Database (ORD), a public repository of structured organic reaction records. describe an organic reaction: reactants, conditions, products, and yield The reactants are CCn1c(SC)nc2c(c(C)cn2Cc2ccc(C(=O)c3ccc(F)cc3)cc2)c1=O, CC(=O)O, COCCOC, CCO. The product is CCn1cnc2c(c(C)cn2Cc2ccc(C(=O)c3ccc(F)cc3)cc2)c1=O. As a reaction SMILES: [CH2:1]([CH3:2])[n:3]1[c:4]([S:30][CH3:31])[n:5][c:6]2[c:7]([c:8]1=[O:9])[c:10]([CH3:29])[cH:11][n:12]2[CH2:13][c:14]1[cH:15][cH:16][c:17]([C:20]([c:21]2[cH:22][cH:23][c:24]([F:27])[cH:25][cH:26]2)=[O:28])[cH:18][cH:19]1.[CH3:32][C:33](=[O:34])[OH:35].[CH3:36][O:37][CH2:38][CH2:39][O:40][CH3:41].[CH3:42][CH2:43][OH:44]>>[CH2:1]([CH3:2])[n:3]1[cH:4][n:5][c:6]2[c:7]([c:8]1=[O:9])[c:10]([CH3:29])[cH:11][n:12]2[CH2:13][c:14]1[cH:15][cH:16][c:17]([C:20]([c:21]2[cH:22][cH:23][c:24]([F:27])[cH:25][cH:26]2)=[O:28])[cH:18][cH:19]1.